From a dataset of the Open Reaction Database (ORD), a public repository of structured organic reaction records. describe an organic reaction: reactants, conditions, products, and yield The reactants are CI, CN(C)C=O, CC(=O)c1ccc(NCCCN2CCC(c3noc4cc(F)ccc34)CC2)c(O)c1, [H-], [Na+], O. Yields the product COc1cc(C(C)=O)ccc1NCCCN1CCC(c2noc3cc(F)ccc23)CC1. RXN SMILES: [CH3:33][I:34].[CH3:36][N:37]([CH3:38])[CH:39]=[O:40].[F:3][c:4]1[cH:5][c:6]2[c:7]([c:8]([CH:11]3[CH2:12][CH2:13][N:14]([CH2:17][CH2:18][CH2:19][NH:20][c:21]4[c:22]([OH:30])[cH:23][c:24]([C:27]([CH3:28])=[O:29])[cH:25][cH:26]4)[CH2:15][CH2:16]3)[n:9][o:10]2)[cH:31][cH:32]1.[H-:1].[Na+:2].[OH2:35]>>[F:3][c:4]1[cH:5][c:6]2[c:7]([c:8]([CH:11]3[CH2:12][CH2:13][N:14]([CH2:17][CH2:18][CH2:19][NH:20][c:21]4[c:22]([O:30][CH3:33])[cH:23][c:24]([C:27]([CH3:28])=[O:29])[cH:25][cH:26]4)[CH2:15][CH2:16]3)[n:9][o:10]2)[cH:31][cH:32]1.